This data is from the Open Reaction Database (ORD), a public repository of structured organic reaction records. The task is: describe an organic reaction: reactants, conditions, products, and yield Reactants: ClC=1C=C(C=C(C1OC=1C=C2C(=CNC2=CC1)C(C)C)C)NC(CC(=O)O)=O (3-({3-chloro-4-[(3-isopropyl-1H-indol-5-yl)oxy]-5-methylphenyl}amino)-3-oxopropionic acid), [OH-].[Na+] (sodium hydroxide). Product: ClC=1C=C(C=C(C1OC=1C=C2C(=CNC2=CC1)C(C)C)C)NC(CC(=O)[O-])=O.[Na+] (Sodium 3-({3-chloro-4-[(3-isopropyl-1H-indol-5-yl)oxy]-5-methylphenyl}amino)-3-oxopropanoate). As a reaction SMILES: [Cl:1][C:2]1[CH:3]=[C:4]([NH:22][C:23](=[O:28])[CH2:24][C:25]([OH:27])=[O:26])[CH:5]=[C:6]([CH3:21])[C:7]=1[O:8][C:9]1[CH:10]=[C:11]2[C:15](=[CH:16][CH:17]=1)[NH:14][CH:13]=[C:12]2[CH:18]([CH3:20])[CH3:19].[OH-].[Na+:30]>>[Cl:1][C:2]1[CH:3]=[C:4]([NH:22][C:23](=[O:28])[CH2:24][C:25]([O-:27])=[O:26])[CH:5]=[C:6]([CH3:21])[C:7]=1[O:8][C:9]1[CH:10]=[C:11]2[C:15](=[CH:16][CH:17]=1)[NH:14][CH:13]=[C:12]2[CH:18]([CH3:19])[CH3:20].[Na+:30] |f:1.2,3.4|. Procedure details: This compound is obtained in a manner analogous to Example 6a starting from 3-({3-chloro-4-[(3-isopropyl-1H-indol-5-yl)oxy]-5-methylphenyl}amino)-3-oxo-propionic acid (Example 6) and sodium hydroxide. Run at time 18 hour. Procedure: Ethyl (2R/S) (+/−) 2-ethoxy-3-(4-hydroxyphenyl)propanoate (5 g) was added to an aqueous 0.1 M phosphate buffer pH 7 (10 ml). 100 mg of the lyophilised esterase preparation from Aspergillus oryzae was added and the mixture was stirred for 18 hours at room temperature. During that time, the pH of the reaction mixture was kept constant at pH=6-8 by addition of NaOH. Most of the water was evaporated in vacuo. Methanol was added to the remaining slurry in order to stop the hydrolysis. The precipitate... The yield is 40.8%. As a reaction SMILES: [CH2:1]([O:3][CH:4]([CH2:10][C:11]1[CH:16]=[CH:15][C:14]([OH:17])=[CH:13][CH:12]=1)[C:5]([O:7]CC)=[O:6])[CH3:2].[OH-].[Na+]>P([O-])([O-])([O-])=O>[CH2:1]([O:3][C@@H:4]([CH2:10][C:11]1[CH:12]=[CH:13][C:14]([OH:17])=[CH:15][CH:16]=1)[C:5]([OH:7])=[O:6])[CH3:2] |f:1.2|. Solvent: P(=O)([O-])([O-])[O-] (phosphate). The reactants are C(C)OC(C(=O)OCC)CC1=CC=C(C=C1)O (Ethyl (2R/S) (+/−) 2-ethoxy-3-(4-hydroxyphenyl)propanoate), [OH-].[Na+] (NaOH). Product: C(C)O[C@H](C(=O)O)CC1=CC=C(C=C1)O ((2S)-2-Ethoxy-3-(4-hydroxyphenyl)propanoic acid). Starting materials: CC=1OC(=CC1C(=O)NC1=CC=C(C=C1)C1=CC=C2C(=NNC2=C1)C(=O)NCCN1CCOCC1)C (6-(4-(2,5-dimethylfuran-3-carboxamido)phenyl)-N-(2-morpholinoethyl)-1H-indazole-3-carboxamide), Cl (hydrochloric acid). Solvent: O1CCCC1 (tetrahydrofuran), O1CCOCC1 (dioxane). Run at time 30 minute. The product is Cl.CC=1OC(=CC1C(=O)NC1=CC=C(C=C1)C1=CC=C2C(=NNC2=C1)C(=O)NCCN1CCOCC1)C (6-(4-(2,5-dimethylfuran-3-carboxamido)phenyl)-N-(2-morpholinoethyl)-1H-indazole-3-carboxamide hydrochloride). As a reaction SMILES: [CH3:1][C:2]1[O:3][C:4]([CH3:36])=[CH:5][C:6]=1[C:7]([NH:9][C:10]1[CH:15]=[CH:14][C:13]([C:16]2[CH:24]=[C:23]3[C:19]([C:20]([C:25]([NH:27][CH2:28][CH2:29][N:30]4[CH2:35][CH2:34][O:33][CH2:32][CH2:31]4)=[O:26])=[N:21][NH:22]3)=[CH:18][CH:17]=2)=[CH:12][CH:11]=1)=[O:8].[ClH:37]>O1CCCC1.O1CCOCC1>[ClH:37].[CH3:1][C:2]1[O:3][C:4]([CH3:36])=[CH:5][C:6]=1[C:7]([NH:9][C:10]1[CH:11]=[CH:12][C:13]([C:16]2[CH:24]=[C:23]3[C:19]([C:20]([C:25]([NH:27][CH2:28][CH2:29][N:30]4[CH2:35][CH2:34][O:33][CH2:32][CH2:31]4)=[O:26])=[N:21][NH:22]3)=[CH:18][CH:17]=2)=[CH:14][CH:15]=1)=[O:8] |f:4.5|. Procedure details: To a stirred solution of 6-(4-(2,5-dimethylfuran-3-carboxamido)phenyl)-N-(2-morpholinoethyl)-1H-indazole-3-carboxamide (38 mg, 78 umol) in tetrahydrofuran (1 Ml), 4N hydrochloric acid solution in dioxane (20 μl) was added at room temperature. After 30 min, the resulting solid was filtered and dried to give 6-(4-(2,5-dimethylfuran-3-carboxamido)phenyl)-N-(2-morpholinoethyl)-1H-indazole-3-carboxamide hydrochloride (35 mg).